Dataset: the Open Reaction Database (ORD), a public repository of structured organic reaction records. Task: describe an organic reaction: reactants, conditions, products, and yield Reactants: CCOC(=O)CNC(C(=O)OC(C)(C)C)C(C)CC, O=C=NS(=O)(=O)Cl, ClCCl, O. Yields the product CCOC(=O)CN(C(N)=O)C(C(=O)OC(C)(C)C)C(C)CC. As a reaction SMILES: [C:1]([CH3:2])([CH3:3])([CH3:4])[O:5][C:6]([CH:7]([CH:8]([CH2:9][CH3:10])[CH3:11])[NH:12][CH2:13][C:14](=[O:15])[O:16][CH2:17][CH3:18])=[O:19].[Cl:20][S:21](=[O:22])(=[O:23])[N:24]=[C:25]=[O:26].[Cl:28][CH2:29][Cl:30].[OH2:27]>>[C:1]([CH3:2])([CH3:3])([CH3:4])[O:5][C:6]([CH:7]([CH:8]([CH2:9][CH3:10])[CH3:11])[N:12]([CH2:13][C:14](=[O:15])[O:16][CH2:17][CH3:18])[C:25]([NH2:24])=[O:26])=[O:19]. Procedure: 1000 g of 1-hexadecanol (Lorol C 16 from Cognis) were initially charged in a stirrable pressure vessel with 10 g of a nickel catalyst (Ni-5249 P from Engelhard; Ni content=63% by weight) and heated to 240° C. Subsequently, over a period of 12 h, hydrogen was added through a sparging tube at a pressure of 20 bar and the reaction gases were simultaneously discharged through a valve in the reactor lid. Thereafter, the product was cooled, discharged and filtered. This reaction product was fractionat... Reaction conditions: temperature 240 celsius, time 12 hour. Reagents/catalysts: [Ni] (nickel). Reaction SMILES: [CH2:1](O)[CH2:2][CH2:3][CH2:4][CH2:5][CH2:6][CH2:7][CH2:8][CH2:9][CH2:10][CH2:11][CH2:12][CH2:13][CH2:14][CH2:15]C.[H][H]>[Ni]>[CH3:15][CH2:14][CH2:13][CH2:12][CH2:11][CH2:10][CH2:9][CH2:8][CH2:7][CH2:6][CH2:5][CH2:4][CH2:3][CH2:2][CH3:1]. The product is CCCCCCCCCCCCCCC (pentadecane). Starting materials: C(CCCCCCCCCCCCCCC)O (1-hexadecanol), [H][H] (hydrogen).